From a dataset of the Open Reaction Database (ORD), a public repository of structured organic reaction records. describe an organic reaction: reactants, conditions, products, and yield The reactants are BrC(Br)(Br)Br, ClCCl, c1ccc(P(c2ccccc2)c2ccccc2)cc1, O=Cc1ncc[nH]1. Yields the product BrC(Br)=Cc1ncc[nH]1. RXN SMILES: [C:1]([Br:2])([Br:3])([Br:4])[Br:5].[CH2:32]([Cl:33])[Cl:34].[c:6]1([P:7]([c:8]2[cH:9][cH:10][cH:11][cH:12][cH:13]2)[c:14]2[cH:15][cH:16][cH:17][cH:18][cH:19]2)[cH:20][cH:21][cH:22][cH:23][cH:24]1.[nH:25]1[c:26]([CH:30]=[O:31])[n:27][cH:28][cH:29]1>>[C:1]([Br:2])([Br:5])=[CH:30][c:26]1[nH:25][cH:29][cH:28][n:27]1. Starting materials: [BH4-], CSc1cc(C(=O)c2ccccc2)ncn1, CCO, [Cl-], [NH4+], [Na+]. Reaction SMILES: [BH4-:17].[CH3:1][S:2][c:3]1[cH:4][c:5]([C:9]([c:10]2[cH:11][cH:12][cH:13][cH:14][cH:15]2)=[O:16])[n:6][cH:7][n:8]1.[CH3:21][CH2:22][OH:23].[Cl-:19].[NH4+:20].[Na+:18]>>[CH3:1][S:2][c:3]1[cH:4][c:5]([CH:9]([c:10]2[cH:11][cH:12][cH:13][cH:14][cH:15]2)[OH:16])[n:6][cH:7][n:8]1. The product is CSc1cc(C(O)c2ccccc2)ncn1. The reactants are C=1C=CC2=C(C1)C3=CC(=CC=C3N2[Si](C(C)C)(C(C)C)C(C)C)CC. Reagents/catalysts: O1BOC(C)(C)C1(C)C, N=1C=CC=C2C=CC=3C=CC=NC3C12, O1B(OC(C)(C)C1(C)C)B2OC(C)(C)C(O2)(C)C, C[OH2+].C[OH2+].C1CC=CCCC=C1.C1CC=CCCC=C1.[Ir].[Ir]. Solvent: CCCCCC. Run at temperature 80 celsius, time 24 hour. The product is O1B(OC(C)(C)C1(C)C)C=2C=CC=3C4=CC(=CC=C4N(C3C2)[Si](C(C)C)(C(C)C)C(C)C)CC, O1B(OC(C)(C)C1(C)C)C2=CC=C3C(=C2)C=4C=C(C=CC4N3[Si](C(C)C)(C(C)C)C(C)C)CC. Isolated yield 14.0%. Starting materials: C(CC)N1C(N(C=2NC(=NC2C1=O)C(CC1=CC=C(OCC(=O)O)C=C1)C)CCC)=O (2-[4-[2-(2,3,6,9-tetrahydro-1,3-dipropyl-2,6-dioxo-1H-purin-8-yl)propyl]phenoxy]acetic acid), ON1C(CCC1=O)=O (N-hydroxysuccinimide), Cl.CN(CCCN=C=NCC)C (1-(3-dimethylaminopropyl)-3-ethylcarbodiimide hydrochloride), C(CN)N (ethylenediamine), solution. Run in C(Cl)(Cl)Cl (chloroform), CN(C=O)C (dimethylformamide), CO (methanol). Reaction conditions: time 1 hour. Product: NCCNC(COC1=CC=C(C=C1)CC(C)C=1NC=2N(C(N(C(C2N1)=O)CCC)=O)CCC)=O (N-(2-Aminoethyl)-2-[4-[2-(2,3,6,9-tetrahydro-1,3-dipropyl-2,6-dioxo-1H-purin-8-yl)propyl]phenoxy]-acetamide). RXN SMILES: [CH2:1]([N:4]1[C:12](=[O:13])[C:11]2[N:10]=[C:9]([CH:14]([CH3:27])[CH2:15][C:16]3[CH:26]=[CH:25][C:19]([O:20][CH2:21][C:22](O)=[O:23])=[CH:18][CH:17]=3)[NH:8][C:7]=2[N:6]([CH2:28][CH2:29][CH3:30])[C:5]1=[O:31])[CH2:2][CH3:3].ON1C(=O)CCC1=O.Cl.CN(C)CCCN=C=NCC.[CH2:52]([NH2:55])[CH2:53][NH2:54]>CN(C)C=O.CO.C(Cl)(Cl)Cl>[NH2:54][CH2:53][CH2:52][NH:55][C:22](=[O:23])[CH2:21][O:20][C:19]1[CH:25]=[CH:26][C:16]([CH2:15][CH:14]([C:9]2[NH:8][C:7]3[N:6]([CH2:28][CH2:29][CH3:30])[C:5](=[O:31])[N:4]([CH2:1][CH2:2][CH3:3])[C:12](=[O:13])[C:11]=3[N:10]=2)[CH3:27])=[CH:17][CH:18]=1 |f:2.3|. Procedure details: Dissolve 2-[4-[2-(2,3,6,9-tetrahydro-1,3-dipropyl-2,6-dioxo-1H-purin-8-yl)propyl]phenoxy]acetic acid (800 mg, 1.87 mmol) in dimethylformamide (20 mL) and treat with N-hydroxysuccinimide (215 mg, 1.87 mmol) and 1-(3-dimethylaminopropyl)-3-ethylcarbodiimide hydrochloride (751 mg, 3.92 mmol). Stir for 1 hour and add to a stirring solution of ethylenediamine (20 mL of a 10% solution in methanol). Stir for 1 hour and dilute with chloroform (600 mL). Separate the organic phase, wash with 5% sodium car... Reactants: C(C)ON=C(C(=O)NC1[C@@H]2N(C(=C(CS2)C[N+]2=CC(=CC=C2)N(C=O)C)C(=O)[O-])C1=O)C1=NSC(=N1)N (7-[2-ethoxyimino-2-(5-amino-1,2,4-thiadiazol-3-yl)acetamido]-3-[3-(N-methylformamido)-1-pyridiniomethyl]-3-cephem-4-carboxylate), Cl (hydrochloric acid). The solvent is CO (methanol). Reaction conditions: time 75 minute. Yields the product C(C)ON=C(C(=O)NC1[C@@H]2N(C(=C(CS2)C[N+]2=CC(=CC=C2)NC)C(=O)[O-])C1=O)C1=NSC(=N1)N (7-[2-ethoxyimino-2-(5-amino-1,2,4-thiadiazol-3-yl)acetamido]-3-(3-methylamino-1-pyridiniomethyl)-3-cephem-4-carboxylate). Yield: 54.0%. As a reaction SMILES: [CH2:1]([O:3][N:4]=[C:5]([C:32]1[N:36]=[C:35]([NH2:37])[S:34][N:33]=1)[C:6]([NH:8][CH:9]1[C:30](=[O:31])[N:11]2[C:12]([C:27]([O-:29])=[O:28])=[C:13]([CH2:16][N+:17]3[CH:22]=[CH:21][CH:20]=[C:19]([N:23](C)[CH:24]=O)[CH:18]=3)[CH2:14][S:15][C@H:10]12)=[O:7])[CH3:2].Cl>CO>[CH2:1]([O:3][N:4]=[C:5]([C:32]1[N:36]=[C:35]([NH2:37])[S:34][N:33]=1)[C:6]([NH:8][CH:9]1[C:30](=[O:31])[N:11]2[C:12]([C:27]([O-:29])=[O:28])=[C:13]([CH2:16][N+:17]3[CH:22]=[CH:21][CH:20]=[C:19]([NH:23][CH3:24])[CH:18]=3)[CH2:14][S:15][C@H:10]12)=[O:7])[CH3:2]. Procedure: To a suspension of 7-[2-ethoxyimino-2-(5-amino-1,2,4-thiadiazol-3-yl)acetamido]-3-[3-(N-methylformamido)-1-pyridiniomethyl]-3-cephem-4-carboxylate (syn isomer) (2.75 g) in methanol (27.5 ml) was added concentrated hydrochloric acid (1.39 ml) and the mixture was stirred for 75 minutes. The solvent was evaporated and the residue was triturated in acetone. The obtained powder was suspended in water (70 ml), adjusted to pH 4 to 5 with aqueous solution of sodium bicarbonate and subjected to column ch... Product: C(CCCCCCCCCCCCCC)C=1C=C(OCC(=O)O)C=CC1 ((3-Pentadecylphenoxy)acetic Acid). Isolated yield 91.6%. Reaction SMILES: [OH-].[K+].[CH2:3]([C:18]1[CH:19]=[C:20]([CH:27]=[CH:28][CH:29]=1)[O:21][CH2:22][C:23]([O:25]C)=[O:24])[CH2:4][CH2:5][CH2:6][CH2:7][CH2:8][CH2:9][CH2:10][CH2:11][CH2:12][CH2:13][CH2:14][CH2:15][CH2:16][CH3:17]>CO>[CH2:3]([C:18]1[CH:19]=[C:20]([CH:27]=[CH:28][CH:29]=1)[O:21][CH2:22][C:23]([OH:25])=[O:24])[CH2:4][CH2:5][CH2:6][CH2:7][CH2:8][CH2:9][CH2:10][CH2:11][CH2:12][CH2:13][CH2:14][CH2:15][CH2:16][CH3:17] |f:0.1|. The solvent is CO (methanol). Starting materials: ice water hydrochloric acid, [OH-].[K+] (potassium hydroxide), ester, C(CCCCCCCCCCCCCC)C=1C=C(OCC(=O)OC)C=CC1 (methyl (3-pentadecylphenoxy)acetate). Reaction conditions: time 2 hour. Procedure details: A 2-L round bottom flask equipped with a magnetic stirring bar and a reflux condenser was charged with potassium hydroxide (28 g, 0.5 mol) and methanol (1-L). To this vigorously stirred mixture, methyl (3-pentadecylphenoxy)acetate (93 g, 0.247 mol) was added and the resulting slurry was brought to a gentle reflux (2 hr). The ester was not completely soluble. The reaction was monitored by TLC. The hydrolysis was complete in 2 hr. The mixture was cooled and poured into crushed ice-water-hydrochlor... Starting materials: CN(C)C=O, CCN(C(C)C)C(C)C, O=C(O)C(CC1CCCCO1)c1ccc(Cl)c(Cl)c1, Nc1nccs1, O. Product: O=C(Nc1nccs1)C(CC1CCCCO1)c1ccc(Cl)c(Cl)c1. RXN SMILES: [CH3:35][N:36]([CH3:37])[CH:38]=[O:39].[CH:20]([N:21]([CH2:22][CH3:23])[CH:24]([CH3:25])[CH3:26])([CH3:27])[CH3:28].[Cl:1][c:2]1[cH:3][c:4]([CH:9]([C:10](=[O:11])[OH:12])[CH2:13][CH:14]2[O:15][CH2:16][CH2:17][CH2:18][CH2:19]2)[cH:5][cH:6][c:7]1[Cl:8].[NH2:29][c:30]1[s:31][cH:32][cH:33][n:34]1.[OH2:40]>>[Cl:1][c:2]1[cH:3][c:4]([CH:9]([C:10](=[O:12])[NH:29][c:30]2[s:31][cH:32][cH:33][n:34]2)[CH2:13][CH:14]2[O:15][CH2:16][CH2:17][CH2:18][CH2:19]2)[cH:5][cH:6][c:7]1[Cl:8].